Dataset: the Open Reaction Database (ORD), a public repository of structured organic reaction records. Task: describe an organic reaction: reactants, conditions, products, and yield Starting materials: CCN=C=NCCCN(C)C, CCN(C(C)C)C(C)C, Cl, Cl, O=C(O)c1cc(-c2cccc(F)c2)[nH]n1, CC(=O)c1cccc(F)c1, NCC(=O)N1CCC(Oc2cncc(Cl)c2)CC1, CN(C)C=O, O, On1nnc2ccccc21. The product is O=C(NCC(=O)N1CCC(Oc2cncc(Cl)c2)CC1)c1cc(-c2cccc(F)c2)[nH]n1. As a reaction SMILES: [CH3:45][CH2:46][N:47]=[C:48]=[N:49][CH2:50][CH2:51][CH2:52][N:53]([CH3:54])[CH3:55].[CH:1]([N:2]([CH2:3][CH3:4])[CH:5]([CH3:6])[CH3:7])([CH3:8])[CH3:9].[ClH:56].[ClH:57].[F:10][c:11]1[cH:12][c:13](-[c:17]2[cH:18][c:19]([C:22](=[O:23])[OH:24])[n:20][nH:21]2)[cH:14][cH:15][cH:16]1.[F:25][c:26]1[cH:27][c:28]([C:29](=[O:30])[CH3:31])[cH:32][cH:33][cH:34]1.[NH2:58][CH2:59][C:60](=[O:61])[N:62]1[CH2:63][CH2:64][CH:65]([O:68][c:69]2[cH:70][n:71][cH:72][c:73]([Cl:75])[cH:74]2)[CH2:66][CH2:67]1.[O:76]=[CH:77][N:78]([CH3:79])[CH3:80].[OH2:81].[OH:35][n:36]1[c:37]2[c:38]([cH:39][cH:40][cH:41][cH:42]2)[n:43][n:44]1>>[F:10][c:11]1[cH:12][c:13](-[c:17]2[cH:18][c:19]([C:22](=[O:24])[NH:58][CH2:59][C:60](=[O:61])[N:62]3[CH2:63][CH2:64][CH:65]([O:68][c:69]4[cH:70][n:71][cH:72][c:73]([Cl:75])[cH:74]4)[CH2:66][CH2:67]3)[n:20][nH:21]2)[cH:14][cH:15][cH:16]1. Starting materials: Brc1cccnc1, C1CCOC1, [Li]CCCC, CCOCC, CCOC(=O)N1CC2CC(=O)C(C2)C1, [Li]c1ccccn1. Product: CCOC(=O)N1CC2CC(C1)C(O)(c1cccnc1)C2. As a reaction SMILES: [Br:1][c:2]1[cH:3][n:4][cH:5][cH:6][cH:7]1.[CH2:39]1[O:40][CH2:41][CH2:42][CH2:43]1.[CH2:8]([Li:9])[CH2:10][CH2:11][CH3:12].[CH3:34][CH2:35][O:36][CH2:37][CH3:38].[O:20]=[C:21]1[CH:22]2[CH2:23][N:24]([C:29](=[O:30])[O:31][CH2:32][CH3:33])[CH2:25][CH:26]([CH2:27]1)[CH2:28]2.[n:13]1[cH:14][cH:15][cH:16][cH:17][c:18]1[Li:19]>>[c:2]1([C:21]2([OH:20])[CH:22]3[CH2:23][N:24]([C:29](=[O:30])[O:31][CH2:32][CH3:33])[CH2:25][CH:26]([CH2:27]2)[CH2:28]3)[cH:3][n:4][cH:5][cH:6][cH:7]1. Reactants: BrC1=CC=C(C=C1)C1=C(C(=NO1)C)N (5-(4-bromo-phenyl)-3-methyl-isoxazol-4-ylamine), C1(=CC=CC=C1)C(CCC1=CC=CC=C1)=O (1,3-diphenyl-propan-1-one). Product: BrC1=CC=C(C=C1)C1=C(C(=NO1)C)NC(CCC1=CC=CC=C1)C1=CC=CC=C1 ([5-(4-Bromo-phenyl)-3-methyl-isoxazol-4-yl]-(1,3-diphenyl-propyl)-amine). RXN SMILES: [Br:1][C:2]1[CH:7]=[CH:6][C:5]([C:8]2[O:12][N:11]=[C:10]([CH3:13])[C:9]=2[NH2:14])=[CH:4][CH:3]=1.[C:15]1([C:21](=O)[CH2:22][CH2:23][C:24]2[CH:29]=[CH:28][CH:27]=[CH:26][CH:25]=2)[CH:20]=[CH:19][CH:18]=[CH:17][CH:16]=1>>[Br:1][C:2]1[CH:3]=[CH:4][C:5]([C:8]2[O:12][N:11]=[C:10]([CH3:13])[C:9]=2[NH:14][CH:21]([C:15]2[CH:20]=[CH:19][CH:18]=[CH:17][CH:16]=2)[CH2:22][CH2:23][C:24]2[CH:29]=[CH:28][CH:27]=[CH:26][CH:25]=2)=[CH:6][CH:7]=1. Procedure: Prepared according to the procedure described in Example 24, Step 1, using 5-(4-bromo-phenyl)-3-methyl-isoxazol-4-ylamine and 1,3-diphenyl-propan-1-one.